This data is from the Open Reaction Database (ORD), a public repository of structured organic reaction records. The task is: describe an organic reaction: reactants, conditions, products, and yield Reactants: C1(CCCCC1)C1=CC=C(C(=O)N(C2=CC=C(C=C2)N2C(C(CC2)NC)=O)C)C=C1 (4-Cyclohexyl-N-methyl-N-[4-(3-methylamino-2-oxopyrrolidin-1-yl)phenyl]benzamide), C(C)(=O)OC(C)=O (acetic anhydride). Run in N1=CC=CC=C1 (pyridine). Yields the product C(C)(=O)CNC1C(N(CC1)C1=CC=C(C=C1)N(C(C1=CC=C(C=C1)C1CCCCC1)=O)C)=O (N-{4-[3-(Acetylmethylamino)-2-oxopyrrolidin-1-yl]phenyl}-4-cyclohexyl-N-methyl-benzamide). RXN SMILES: [CH:1]1([C:7]2[CH:30]=[CH:29][C:10]([C:11]([N:13]([CH3:28])[C:14]3[CH:19]=[CH:18][C:17]([N:20]4[CH2:24][CH2:23][CH:22]([NH:25][CH3:26])[C:21]4=[O:27])=[CH:16][CH:15]=3)=[O:12])=[CH:9][CH:8]=2)[CH2:6][CH2:5][CH2:4][CH2:3][CH2:2]1.[C:31](OC(=O)C)(=[O:33])[CH3:32]>N1C=CC=CC=1>[C:31]([CH2:26][NH:25][CH:22]1[CH2:23][CH2:24][N:20]([C:17]2[CH:18]=[CH:19][C:14]([N:13]([CH3:28])[C:11](=[O:12])[C:10]3[CH:29]=[CH:30][C:7]([CH:1]4[CH2:2][CH2:3][CH2:4][CH2:5][CH2:6]4)=[CH:8][CH:9]=3)=[CH:15][CH:16]=2)[C:21]1=[O:27])(=[O:33])[CH3:32]. Reported procedure: 4-Cyclohexyl-N-methyl-N-[4-(3-methylamino-2-oxopyrrolidin-1-yl)phenyl]benzamide (52 mg) was mixed with pyridine (0.5 ml) and acetic anhydride (130 mg) and, after 3 hours, volatile fractions were removed in vacuo. This resulted in the product with the molecular weight of 447.58 (C27H33N3O3); MS (ESI): 448 (M+H+).